From a dataset of the Open Reaction Database (ORD), a public repository of structured organic reaction records. describe an organic reaction: reactants, conditions, products, and yield Starting materials: ClC=1N=NC(=CC1)C(F)(F)F (3-chloro-6-trifluoromethyl-pyridazine), [I-].[K+] (potassium iodide), ( 52 ), NC1CCN(CC1)C(=O)OC(C)(C)C (4-amino-1-tert-butyloxycarbonylpiperidine). Run in O (water). Reaction conditions: temperature 150 celsius. Yields the product FC(C1=CC=C(N=N1)NC1CCN(CC1)C(=O)OC(C)(C)C)(F)F (tert-Butyl 4-{[6-(trifluoromethyl)pyridazin-3-yl]amino}piperidine-1-carboxylate). Yield: 84.6%. RXN SMILES: Cl[C:2]1[N:3]=[N:4][C:5]([C:8]([F:11])([F:10])[F:9])=[CH:6][CH:7]=1.[NH2:12][CH:13]1[CH2:18][CH2:17][N:16]([C:19]([O:21][C:22]([CH3:25])([CH3:24])[CH3:23])=[O:20])[CH2:15][CH2:14]1.[I-].[K+]>O>[F:9][C:8]([F:11])([F:10])[C:5]1[N:4]=[N:3][C:2]([NH:12][CH:13]2[CH2:14][CH2:15][N:16]([C:19]([O:21][C:22]([CH3:25])([CH3:24])[CH3:23])=[O:20])[CH2:17][CH2:18]2)=[CH:7][CH:6]=1 |f:2.3|. Procedure: A mixture of 3-chloro-6-trifluoromethyl-pyridazine (4.4 g, 24.1 mmol) (prepared by a procedure similar to that described in Tetrahedron, 1999, 55 (52), 15067-15070), 4-amino-1-tert-butyloxycarbonylpiperidine (9.63 g, 48.1 mmol) and potassium iodide (cat.) were heated in a melt at 150° C. for 30 min. After this period, the reaction mixture was diluted with water and extracted with dichloromethane. The organic layer was separated, dried and the solvent evaporated in vacuo. The crude product was pu... The reactants are [H-].[Al+3].[Li+].[H-].[H-].[H-] (lithium aluminum hydride), CS(=O)(=O)OCCC1(CCCCC1)CCO[Si](C1=CC=CC=C1)(C1=CC=CC=C1)C(C)(C)C (2-[1-(2-tert-butyldiphenylsiloxyethyl)cyclohexyl]ethyl methanesulfonate), O (Water), [OH-].[Na+] (sodium hydroxide), O (water). Run in C(C)OCC (diethyl ether), O1CCCC1 (tetrahydrofuran), O1CCCC1 (tetrahydrofuran). Run at time 10 minute. Yields the product C(C)(C)(C)[Si](C1=CC=CC=C1)(C1=CC=CC=C1)OCCC1(CCCCC1)CC (tert-Butyl-2-(1-ethylcyclohexyl)ethoxydiphenylsilane). The yield is 98.1%. As a reaction SMILES: [H-].[Al+3].[Li+].[H-].[H-].[H-].CS(O[CH2:12][CH2:13][C:14]1([CH2:20][CH2:21][O:22][Si:23]([C:36]([CH3:39])([CH3:38])[CH3:37])([C:30]2[CH:35]=[CH:34][CH:33]=[CH:32][CH:31]=2)[C:24]2[CH:29]=[CH:28][CH:27]=[CH:26][CH:25]=2)[CH2:19][CH2:18][CH2:17][CH2:16][CH2:15]1)(=O)=O.O.[OH-].[Na+]>O1CCCC1.C(OCC)C>[C:36]([Si:23]([O:22][CH2:21][CH2:20][C:14]1([CH2:13][CH3:12])[CH2:15][CH2:16][CH2:17][CH2:18][CH2:19]1)([C:30]1[CH:31]=[CH:32][CH:33]=[CH:34][CH:35]=1)[C:24]1[CH:29]=[CH:28][CH:27]=[CH:26][CH:25]=1)([CH3:39])([CH3:38])[CH3:37] |f:0.1.2.3.4.5,8.9|. Reported procedure: After suspending lithium aluminum hydride (0.30 g, 7.80 mmol) in tetrahydrofuran (15 mL), a solution of 2-[1-(2-tert-butyldiphenylsiloxyethyl)cyclohexyl]ethyl methanesulfonate (3.97 g, 7.80 mmol) in tetrahydrofuran (10 mL) was added dropwise at room temperature over a period of 10 minutes. After stirring for an additional 10 minutes, the mixture was heated to reflux for 45 minutes. Water (0.30 mL), 15% aqueous sodium hydroxide (0.30 mL) and water (0.90 mL) were added dropwise in that order while...